Task: describe an organic reaction: reactants, conditions, products, and yield. Dataset: the Open Reaction Database (ORD), a public repository of structured organic reaction records The product is O=C1N(C2=C(N=NC=C2)N1)C1CCN(CC1)C(=O)OCC1=CC=CC=C1 (Benzyl 4-(6-oxo-6,7-dihydro-5H-imidazo[4,5-c]pyridazin-5-yl)piperidine-1-carboxylate). Procedure: Benzyl 4-(5-allyl-2,4-dioxoimidazolidin-1-yl)piperidine-1-carboxylate (0.480 g, 1.34 mmol) was dissolved in THF (5 mL), and osmium tetroxide (0.05 mL, 2.5% solution in t-butanol) was added followed by a solution of sodium periodate (0.862 g, 4.03 mmol) in water (4 mL). After 24 h, the reaction was diluted with saturated aqueous Na2SO3 and NaHCO3 and extracted with ethyl acetate (4×). The combined organic washes were dried over sodium sulfate, filtered and evaporated to give the crude aldehyde (0... Yield: 6.8%. The reagents and catalysts are [Os](=O)(=O)(=O)=O (osmium tetroxide). The reactants are material, NN (hydrazine), C(C=C)C1C(NC(N1C1CCN(CC1)C(=O)OCC1=CC=CC=C1)=O)=O (Benzyl 4-(5-allyl-2,4-dioxoimidazolidin-1-yl)piperidine-1-carboxylate), I(=O)(=O)(=O)[O-].[Na+] (sodium periodate). Conditions: temperature 50 celsius, time 24 hour. RXN SMILES: [CH2:1]([CH:4]1[N:8]([CH:9]2[CH2:14][CH2:13][N:12]([C:15]([O:17][CH2:18][C:19]3[CH:24]=[CH:23][CH:22]=[CH:21][CH:20]=3)=[O:16])[CH2:11][CH2:10]2)[C:7](=[O:25])[NH:6][C:5]1=O)[CH:2]=C.I([O-])(=O)(=O)=O.[Na+].[NH2:33][NH2:34]>C1COCC1.O.[O-]S([O-])=O.[Na+].[Na+].C([O-])(O)=O.[Na+].C(O)(=O)C.[Os](=O)(=O)(=O)=O>[O:25]=[C:7]1[NH:6][C:5]2[N:33]=[N:34][CH:2]=[CH:1][C:4]=2[N:8]1[CH:9]1[CH2:14][CH2:13][N:12]([C:15]([O:17][CH2:18][C:19]2[CH:20]=[CH:21][CH:22]=[CH:23][CH:24]=2)=[O:16])[CH2:11][CH2:10]1 |f:1.2,6.7.8,9.10|. Solvent: C(C)(=O)O (acetic acid), [O-]S(=O)[O-].[Na+].[Na+] (Na2SO3), C(=O)(O)[O-].[Na+] (NaHCO3), C1CCOC1 (THF), O (water).